This data is from the Open Reaction Database (ORD), a public repository of structured organic reaction records. The task is: describe an organic reaction: reactants, conditions, products, and yield Starting materials: [BH3-]C#N.[Na+] (NaBH3CN), C(C)(C)(C)OC(=O)NC1=C(C(=O)NCC(=O)N[C@H]2CNCC2)C=C(C=C1)C(F)(F)F ((R)-3-[{N-(2-(tert-butoxycarbonylamino)-5-trifluoromethylbenzoyl)glycyl}amino]pyrrolidine), BrC1=CC(=C(C=O)C=C1)F (4-bromo-2-fluorobenzaldehyde), C(C)(=O)O (acetic acid). Run in CO (methanol), CO (methanol). Reaction conditions: temperature 50 celsius, time 8 hour. Product: NC1=C(C(=O)NCC(=O)N[C@H]2CN(CC2)CC2=C(C=C(C=C2)Br)F)C=C(C=C1)C(F)(F)F ((R)-3-[{N-(2-amino-5-trifluoromethylbenzoyl)glycyl}amino]-1-(4-bromo-2-fluorobenzyl)pyrrolidine). Reaction SMILES: C(OC([NH:8][C:9]1[CH:26]=[CH:25][C:24]([C:27]([F:30])([F:29])[F:28])=[CH:23][C:10]=1[C:11]([NH:13][CH2:14][C:15]([NH:17][C@@H:18]1[CH2:22][CH2:21][NH:20][CH2:19]1)=[O:16])=[O:12])=O)(C)(C)C.[Br:31][C:32]1[CH:39]=[CH:38][C:35]([CH:36]=O)=[C:34]([F:40])[CH:33]=1.C(O)(=O)C.[BH3-]C#N.[Na+]>CO>[NH2:8][C:9]1[CH:26]=[CH:25][C:24]([C:27]([F:28])([F:29])[F:30])=[CH:23][C:10]=1[C:11]([NH:13][CH2:14][C:15]([NH:17][C@@H:18]1[CH2:22][CH2:21][N:20]([CH2:36][C:35]2[CH:38]=[CH:39][C:32]([Br:31])=[CH:33][C:34]=2[F:40])[CH2:19]1)=[O:16])=[O:12] |f:3.4|. Reported procedure: To a mixture of (R)-3-[{N-(2-(tert-butoxycarbonylamino)-5-trifluoromethylbenzoyl)glycyl}amino]pyrrolidine (0.050 mmol), 4-bromo-2-fluorobenzaldehyde (0.15 mmol), methanol (1.5 mL), and acetic acid (0.016 mL) was added NaBH3CN (0.25 mmol) in methanol (0.50 mL). The reaction mixture was stirred at 50° C. overnight. The mixture was cooled to room temperature, loaded onto Varian™ SCX column, and washed with CH3OH (5 mL×2). Product was eluted off using 2 N NH3 in CH3OH (5 mL) and concentrated. The re... The reactants are CCO, Cl, COC(=O)c1nn(-c2cc(F)c(N3CCOCC3)cc2F)cc(OC)c1=O, [Na+], [OH-]. The product is COc1cn(-c2cc(F)c(N3CCOCC3)cc2F)nc(C(=O)O)c1=O. As a reaction SMILES: [CH3:31][CH2:32][OH:33].[ClH:30].[F:1][c:2]1[c:3](-[n:15]2[n:16][c:17]([C:24](=[O:25])[O:26][CH3:27])[c:18](=[O:23])[c:19]([O:21][CH3:22])[cH:20]2)[cH:4][c:5]([F:14])[c:6]([N:8]2[CH2:9][CH2:10][O:11][CH2:12][CH2:13]2)[cH:7]1.[Na+:29].[OH-:28]>>[F:1][c:2]1[c:3](-[n:15]2[n:16][c:17]([C:24](=[O:25])[OH:26])[c:18](=[O:23])[c:19]([O:21][CH3:22])[cH:20]2)[cH:4][c:5]([F:14])[c:6]([N:8]2[CH2:9][CH2:10][O:11][CH2:12][CH2:13]2)[cH:7]1.